Dataset: the Open Reaction Database (ORD), a public repository of structured organic reaction records. Task: describe an organic reaction: reactants, conditions, products, and yield The reactants are O=O (oxygene), ClC1=CC=C(C=C1)C (4-chlorotoluene), ON1C(N(C(N(C1=O)O)=O)O)=O (hexahydro-1,3,5-trihydroxy-1,3,5-triazine-2,4,6-trione), C(C)(=O)O (acetic acid). Reagents/catalysts: C(C)(=O)[O-].[Co+2].C(C)(=O)[O-] (cobalt(II) acetate). The solvent is O (H2O). Product: ClC1=CC=C(C(=O)O)C=C1 (4-chlorobenzoic acid), ClC1=CC=C(C=C1)C (4-chlorotoluene). RXN SMILES: [Cl:1][C:2]1[CH:7]=[CH:6][C:5]([CH3:8])=[CH:4][CH:3]=1.ON1C(=O)N(O)C(=O)N(O)C1=O.[C:21]([OH:24])(=[O:23])[CH3:22].O=O>C([O-])(=O)C.[Co+2].C([O-])(=O)C.O>[Cl:1][C:2]1[CH:7]=[CH:6][C:22]([C:21]([OH:24])=[O:23])=[CH:4][CH:3]=1.[Cl:1][C:2]1[CH:7]=[CH:6][C:5]([CH3:8])=[CH:4][CH:3]=1 |f:4.5.6|. Procedure: A mixture of 0.380 g of 4-chlorotoluene, 0.027 g of hexahydro-1,3,5-trihydroxy-1,3,5-triazine-2,4,6-trione (5% by mole relative to 4-chlorotoluene), 5 g of acetic acid and 0.004 g of cobalt(II) acetate.4 H2O was stirred at 100° C. in an atmosphere of oxygene gas (1 atm=0.1 MPa) for 14 hours. The resulting product in the reaction mixture was analyzed by gas chromatography and was found to yield 4-chlorobenzoic acid in 99% yield at 100% conversion of 4-chlorotoluene.